Dataset: the Open Reaction Database (ORD), a public repository of structured organic reaction records. Task: describe an organic reaction: reactants, conditions, products, and yield Reactants: NC1=C(C=C(C=C1)C1=C(C=CC(=C1)C)S(=O)C1=C(C=C(C=C1)C)C1=CC(=C(C=C1)N)[N+](=O)[O-])[N+](=O)[O-] ((4-amino-3-nitrophenyl)-4-methylphenyl sulfoxide), ClC1=C(C=C(C=C1)[N+](=O)[O-])S(=O)C1=CC=CC=C1 ((2-chloro-5-nitrophenyl)-phenyl sulfoxide). Yields the product NC=1C=CC(=C(C1)S(=O)C1=CC=CC=C1)Cl ((5-Amino-2-chlorophenyl)-phenyl sulfoxide). The yield is 89.0%. Reaction SMILES: NC1C=CC(C2C=C(C)C=CC=2S(C2C=CC(C)=CC=2C2C=CC(N)=C([N+]([O-])=O)C=2)=O)=CC=1[N+]([O-])=O.[Cl:37][C:38]1[CH:43]=[CH:42][C:41]([N+:44]([O-])=O)=[CH:40][C:39]=1[S:47]([C:49]1[CH:54]=[CH:53][CH:52]=[CH:51][CH:50]=1)=[O:48]>>[NH2:44][C:41]1[CH:42]=[CH:43][C:38]([Cl:37])=[C:39]([S:47]([C:49]2[CH:54]=[CH:53][CH:52]=[CH:51][CH:50]=2)=[O:48])[CH:40]=1. Procedure: Following the procedure described in Example 2 but using as a starting material instead of (4-amino-3-nitrophenyl)-4-methylphenyl sulfoxide a corresponding amount of (2-chloro-5-nitrophenyl)-phenyl sulfoxide, the title compound is obtained. Starting materials: Brc1cnc2c(c1)CCN2, O=C([O-])[O-], CN(C)c1ccc(B(O)O)cc1, CCO, CCOC(C)=O, Cc1ccccc1, [Cl-], [Li+], [Na+], [Na+], Cl[Pd]Cl, c1ccc(P(c2ccccc2)c2ccccc2)cc1, c1ccc(P(c2ccccc2)c2ccccc2)cc1. Yields the product CN(C)c1ccc(-c2cnc3c(c2)CCN3)cc1. Reaction SMILES: [Br:1][c:2]1[cH:3][c:4]2[c:5]([n:6][cH:7]1)[NH:8][CH2:9][CH2:10]2.[C:25](=[O:26])([O-:27])[O-:28].[CH3:11][N:12]([c:13]1[cH:14][cH:15][c:16]([B:19]([OH:20])[OH:21])[cH:17][cH:18]1)[CH3:22].[CH3:31][CH2:32][OH:33].[CH3:75][CH2:76][O:77][C:78]([CH3:79])=[O:80].[CH3:81][c:82]1[cH:83][cH:84][cH:85][cH:86][cH:87]1.[Cl-:23].[Li+:24].[Na+:29].[Na+:30].[Pd:34]([Cl:35])[Cl:36].[c:37]1([P:38]([c:39]2[cH:40][cH:41][cH:42][cH:43][cH:44]2)[c:45]2[cH:46][cH:47][cH:48][cH:49][cH:50]2)[cH:51][cH:52][cH:53][cH:54][cH:55]1.[c:56]1([P:57]([c:58]2[cH:59][cH:60][cH:61][cH:62][cH:63]2)[c:64]2[cH:65][cH:66][cH:67][cH:68][cH:69]2)[cH:70][cH:71][cH:72][cH:73][cH:74]1>>[c:2]1(-[c:16]2[cH:15][cH:14][c:13]([N:12]([CH3:11])[CH3:22])[cH:18][cH:17]2)[cH:3][c:4]2[c:5]([n:6][cH:7]1)[NH:8][CH2:9][CH2:10]2. The reactants are CN1CCCC1=O, Clc1nnc(-c2ccco2)c2ccccc12, c1c[nH]cn1. Yields the product c1coc(-c2nnc(-n3ccnc3)c3ccccc23)c1. As a reaction SMILES: [CH3:22][N:23]1[CH2:24][CH2:25][CH2:26][C:27]1=[O:28].[Cl:1][c:2]1[n:3][n:4][c:5](-[c:12]2[o:13][cH:14][cH:15][cH:16]2)[c:6]2[cH:7][cH:8][cH:9][cH:10][c:11]12.[nH:17]1[cH:18][n:19][cH:20][cH:21]1>>[c:2]1(-[n:17]2[cH:18][n:19][cH:20][cH:21]2)[n:3][n:4][c:5](-[c:12]2[o:13][cH:14][cH:15][cH:16]2)[c:6]2[cH:7][cH:8][cH:9][cH:10][c:11]12. RXN SMILES: [CH2:1]([Li:2])[CH2:3][CH2:4][CH3:5].[CH3:15][N:16]1[CH2:17][CH2:18][C:19](=[O:22])[CH2:20][CH2:21]1.[CH3:23][CH2:24][O:25][CH2:26][CH3:27].[s:6]1[c:7]2[c:8]([cH:9][cH:10]1)[cH:11][cH:12][cH:13][cH:14]2>>[s:6]1[c:7]2[c:8]([cH:9][c:10]1[C:19]1([OH:22])[CH2:18][CH2:17][N:16]([CH3:15])[CH2:21][CH2:20]1)[cH:11][cH:12][cH:13][cH:14]2. Reactants: [Li]CCCC, CN1CCC(=O)CC1, CCOCC, c1ccc2sccc2c1. The product is CN1CCC(O)(c2cc3ccccc3s2)CC1. Reactants: CS(=O)(=O)Cl, CCOC(C)=O, CCN(C(C)C)C(C)C, ClCCl, OCCOc1ccccn1. Product: CS(=O)(=O)OCCOc1ccccn1. RXN SMILES: [CH3:11][S:12]([Cl:13])(=[O:14])=[O:15].[CH3:28][CH2:29][O:30][C:31]([CH3:32])=[O:33].[CH:16]([N:17]([CH2:18][CH3:19])[CH:20]([CH3:21])[CH3:22])([CH3:23])[CH3:24].[Cl:25][CH2:26][Cl:27].[n:1]1[c:2]([O:7][CH2:8][CH2:9][OH:10])[cH:3][cH:4][cH:5][cH:6]1>>[n:1]1[c:2]([O:7][CH2:8][CH2:9][O:10][S:12]([CH3:11])(=[O:14])=[O:15])[cH:3][cH:4][cH:5][cH:6]1. Starting materials: CS(=O)(=O)OC1CCN(c2nc3ccc(-c4ccc(C#N)cc4)cc3s2)C1, CC1CCCCN1, CN(C)C=O, CC(C)O. As a reaction SMILES: [CH3:1][S:2]([O:3][CH:6]1[CH2:7][N:8]([c:11]2[s:12][c:13]3[c:14]([n:15]2)[cH:16][cH:17][c:18](-[c:20]2[cH:21][cH:22][c:23]([C:26]#[N:27])[cH:24][cH:25]2)[cH:19]3)[CH2:9][CH2:10]1)(=[O:4])=[O:5].[CH3:28][CH:29]1[NH:30][CH2:31][CH2:32][CH2:33][CH2:34]1.[CH3:35][N:36]([CH3:37])[CH:38]=[O:39].[CH:40]([OH:41])([CH3:42])[CH3:43]>>[CH:6]1([N:30]2[CH:29]([CH3:28])[CH2:34][CH2:33][CH2:32][CH2:31]2)[CH2:7][N:8]([c:11]2[s:12][c:13]3[c:14]([n:15]2)[cH:16][cH:17][c:18](-[c:20]2[cH:21][cH:22][c:23]([C:26]#[N:27])[cH:24][cH:25]2)[cH:19]3)[CH2:9][CH2:10]1. The product is CC1CCCCN1C1CCN(c2nc3ccc(-c4ccc(C#N)cc4)cc3s2)C1. As a reaction SMILES: [Cl:1][C:2]1[CH:7]=[CH:6][CH:5]=[CH:4][C:3]=1[C:8](=[O:25])[C:9]1[CH:14]=[C:13]([C:15]([F:18])([F:17])[F:16])[CH:12]=[CH:11][C:10]=1[N:19]1[C:23]([CH3:24])=[CH:22][N:21]=[CH:20]1.[CH2:26]=[O:27]>>[Cl:1][C:2]1[CH:7]=[CH:6][CH:5]=[CH:4][C:3]=1[C:8](=[O:25])[C:9]1[CH:14]=[C:13]([C:15]([F:16])([F:18])[F:17])[CH:12]=[CH:11][C:10]=1[N:19]1[C:23]([CH3:24])=[CH:22][N:21]=[C:20]1[CH2:26][OH:27]. The product is ClC1=C(C=CC=C1)C(C1=C(C=CC(=C1)C(F)(F)F)N1C(=NC=C1C)CO)=O (2'-chloro-5-(trifluoromethyl)-2-[2-(hydroxymethyl)-5-methylimidazol-1-yl]benzophenone). Reported procedure: In the manner given in Example 1, 2'-chloro-5-(trifluoromethyl)-2-(5-methylimidazol-1-yl)benzophenone is heated in a bomb with 37% aqueous formaldehyde solution to give 2'-chloro-5-(trifluoromethyl)-2-[2-(hydroxymethyl)-5-methylimidazol-1-yl]benzophenone. Reactants: ClC1=C(C=CC=C1)C(C1=C(C=CC(=C1)C(F)(F)F)N1C=NC=C1C)=O (2'-chloro-5-(trifluoromethyl)-2-(5-methylimidazol-1-yl)benzophenone), C=O (formaldehyde).